From a dataset of the Open Reaction Database (ORD), a public repository of structured organic reaction records. describe an organic reaction: reactants, conditions, products, and yield Reactants: [N+](=O)([O-])C1=C2C(C(=O)OC2=O)=CC=C1 (3-nitrophthalic anhydride), NC1=CC=C(C(=O)O)C=C1 (4-aminobenzoic acid), C(C)O (ethanol). Solvent: C(C)(=O)O (acetic acid). Product: [N+](=O)([O-])C1=C2C(C(=O)N(C2=O)C2=CC=C(C(=O)O)C=C2)=CC=C1 (4-(3-nitrophthalimidyl)-benzoic acid). Yield: 87.5%. As a reaction SMILES: [N+:1]([C:4]1[CH:14]=[CH:13][CH:12]=[C:6]2[C:7]([O:9][C:10](=[O:11])[C:5]=12)=O)([O-:3])=[O:2].[NH2:15][C:16]1[CH:24]=[CH:23][C:19]([C:20]([OH:22])=[O:21])=[CH:18][CH:17]=1.C(O)C>C(O)(=O)C>[N+:1]([C:4]1[CH:14]=[CH:13][CH:12]=[C:6]2[C:7]([N:15]([C:16]3[CH:24]=[CH:23][C:19]([C:20]([OH:22])=[O:21])=[CH:18][CH:17]=3)[C:10](=[O:11])[C:5]=12)=[O:9])([O-:3])=[O:2]. Procedure: The starting material used in the above example can be prepared as follows: 57.9 g (0.3 mol) of 3-nitrophthalic anhydride and 41.1 g (0.3 mol) of 4-aminobenzoic acid in 600 ml of acetic acid are refluxed for 6 hours and the mixture is then stirred into 1,000 ml of 50% aqueous ethanol. The yellow product which has precipitated is filtered off with suction, washed with water and dried at 80° C./30 mm Hg for 24 hours. 82 g (88% of theory) of 4-(3-nitrophthalimidyl)-benzoic acid are obtained; meltin... Starting materials: FC1=C(C(=O)NC=2C=NNC2)C(=CC=C1)F (2,6-Difluoro-N-1H-pyrazol-4-ylbenzamide), intermediate 4, C([O-])([O-])=O.[K+].[K+] (potassium carbonate), intermediate 2, BrCC1=C(C=CC=C1)OCCCC (1-(bromomethyl)-2-(butyloxy)benzene). The solvent is CN(C)C=O (DMF). Run at time 26 hour. Yields the product C(CCC)OC1=C(C=CC=C1)CN1N=CC(=C1)NC(C1=C(C=CC=C1F)F)=O (N-(1-{[2-(Butyloxy)phenyl]methyl}-1H-pyrazol-4-yl)-2,6-difluorobenzamide). As a reaction SMILES: [F:1][C:2]1[CH:15]=[CH:14][CH:13]=[C:12]([F:16])[C:3]=1[C:4]([NH:6][C:7]1[CH:8]=[N:9][NH:10][CH:11]=1)=[O:5].Br[CH2:18][C:19]1[CH:24]=[CH:23][CH:22]=[CH:21][C:20]=1[O:25][CH2:26][CH2:27][CH2:28][CH3:29].C(=O)([O-])[O-].[K+].[K+]>CN(C=O)C>[CH2:26]([O:25][C:20]1[CH:21]=[CH:22][CH:23]=[CH:24][C:19]=1[CH2:18][N:10]1[CH:11]=[C:7]([NH:6][C:4](=[O:5])[C:3]2[C:2]([F:1])=[CH:15][CH:14]=[CH:13][C:12]=2[F:16])[CH:8]=[N:9]1)[CH2:27][CH2:28][CH3:29] |f:2.3.4|. Procedure: 2,6-Difluoro-N-1H-pyrazol-4-ylbenzamide (for a preparation see intermediate 2, 45 mg, 0.20 mmol), 1-(bromomethyl)-2-(butyloxy)benzene (for a preparation see intermediate 4, 56 mg, 0.23 mmol) and potassium carbonate (42 mg, 0.30 mmol) were weighed into a vial with a stirrer. DMF (0.5 ml) was added, the vial was capped and the mixture was stirred at ambient temperature for 26 h. The reaction mixture was filtered, washing with MeOH to give a total volume of 1 ml. This solution was purified by MDAP ... Reactants: CC(C)(C)OC(=O)NCCCCC(N)C(=O)O, O=C([O-])[O-], O=C(OCCc1ccccc1)ON1C(=O)CCC1=O, CC#N, [K+], [K+]. Product: CC(C)(C)OC(=O)NCCCCC(NC(=O)OCCc1ccccc1)C(=O)O. Reaction SMILES: [C:1]([CH3:2])([CH3:3])([CH3:4])[O:5][C:6](=[O:7])[NH:8][CH2:9][CH2:10][CH2:11][CH2:12][CH:13]([NH2:14])[C:15](=[O:16])[OH:17].[C:40](=[O:41])([O-:42])[O-:43].[CH2:18]([CH2:19][c:20]1[cH:21][cH:22][cH:23][cH:24][cH:25]1)[O:26][C:27](=[O:28])[O:29][N:30]1[C:31](=[O:32])[CH2:33][CH2:34][C:35]1=[O:36].[CH3:37][C:38]#[N:39].[K+:44].[K+:45]>>[C:1]([CH3:2])([CH3:3])([CH3:4])[O:5][C:6](=[O:7])[NH:8][CH2:9][CH2:10][CH2:11][CH2:12][CH:13]([NH:14][C:27]([O:26][CH2:18][CH2:19][c:20]1[cH:21][cH:22][cH:23][cH:24][cH:25]1)=[O:28])[C:15](=[O:16])[OH:17]. Starting materials: OC1=CC(=NC=2N1N=CC2)CCC2(OCCO2)C (7-hydroxy-5-[2-(2-methyl-1,3-dioxolane-2-yl)ethyl]pyrazolo[1,5-a]pyrimidine). Run in C(C)(=O)O.O (acetic acid water). Run at temperature 50 celsius, time 3 day. Yields the product OC1=CC(=NC=2N1N=CC2)CCC(C)=O (7-hydroxy-5-(3-oxobutyl)pyrazolo[1,5-a]pyrimidine). Yield: 60.7%. RXN SMILES: [OH:1][C:2]1[N:7]2[N:8]=[CH:9][CH:10]=[C:6]2[N:5]=[C:4]([CH2:11][CH2:12][C:13]2([CH3:18])OCC[O:14]2)[CH:3]=1>C(O)(=O)C.O>[OH:1][C:2]1[N:7]2[N:8]=[CH:9][CH:10]=[C:6]2[N:5]=[C:4]([CH2:11][CH2:12][C:13](=[O:14])[CH3:18])[CH:3]=1 |f:1.2|. Reported procedure: The compound obtained in step (1) (22 g) was dissolved in 500 ml of acetic acid-water (4:1) and stirred at 50° C. for 3 days. After completion of the reaction, the reaction mixture was concentrated under reduced pressure and the remaining acetic acid-water was azeotropically distilled off with benzene. The residue was recrystallized from ethanol-n-hexane to provide 11 g of 7-hydroxy-5-(3-oxobutyl)pyrazolo[1,5-a]pyrimidine as colorless crystals. Reactants: BrC1=NC(=CC=C1)Br (2,6-dibromo-pyridine), C1(=CC=CC=C1)CCO (2-phenyl-ethanol). Product: BrC1=NC(=CC=C1)OCCC1=CC=CC=C1 (2-Bromo-6-phenethyloxy-pyridine). As a reaction SMILES: Br[C:2]1[CH:7]=[CH:6][CH:5]=[C:4]([Br:8])[N:3]=1.[C:9]1([CH2:15][CH2:16][OH:17])[CH:14]=[CH:13][CH:12]=[CH:11][CH:10]=1>>[Br:8][C:4]1[CH:5]=[CH:6][CH:7]=[C:2]([O:17][CH2:16][CH2:15][C:9]2[CH:14]=[CH:13][CH:12]=[CH:11][CH:10]=2)[N:3]=1. Procedure: Prepared according to the procedure described in Example 139, Step 1, using 2,6-dibromo-pyridine and 2-phenyl-ethanol. Starting materials: O=C([O-])[O-], CCCCc1nc(-c2ccc(C(F)(F)F)cc2)sc1CCl, [Cs+], [Cs+], CN(C)C=O, O, COC(=O)Cc1ccc(O)cc1. Product: CCCCc1nc(-c2ccc(C(F)(F)F)cc2)sc1COc1ccc(CC(=O)OC)cc1. Reaction SMILES: [C:22](=[O:23])([O-:24])[O-:25].[CH2:1]([CH2:2][CH2:3][CH3:4])[c:5]1[n:6][c:7](-[c:12]2[cH:13][cH:14][c:15]([C:18]([F:19])([F:20])[F:21])[cH:16][cH:17]2)[s:8][c:9]1[CH2:10][Cl:11].[Cs+:26].[Cs+:27].[O:41]=[CH:42][N:43]([CH3:44])[CH3:45].[OH2:40].[OH:28][c:29]1[cH:30][cH:31][c:32]([CH2:35][C:36](=[O:37])[O:38][CH3:39])[cH:33][cH:34]1>>[CH2:1]([CH2:2][CH2:3][CH3:4])[c:5]1[n:6][c:7](-[c:12]2[cH:13][cH:14][c:15]([C:18]([F:19])([F:20])[F:21])[cH:16][cH:17]2)[s:8][c:9]1[CH2:10][O:28][c:29]1[cH:30][cH:31][c:32]([CH2:35][C:36](=[O:37])[O:38][CH3:39])[cH:33][cH:34]1. Starting materials: Cl, Fc1ccc(CCl)cc1, Cc1cc(O)c(S)c(=O)o1, c1ccncc1. The product is Cc1cc(O)c(SCc2ccc(F)cc2)c(=O)o1. As a reaction SMILES: [ClH:20].[F:11][c:12]1[cH:13][cH:14][c:15]([CH2:16][Cl:17])[cH:18][cH:19]1.[OH:1][c:2]1[c:3]([SH:10])[c:4](=[O:9])[o:5][c:6]([CH3:8])[cH:7]1.[cH:21]1[cH:22][cH:23][n:24][cH:25][cH:26]1>>[OH:1][c:2]1[c:3]([S:10][CH2:16][c:15]2[cH:14][cH:13][c:12]([F:11])[cH:19][cH:18]2)[c:4](=[O:9])[o:5][c:6]([CH3:8])[cH:7]1. Reactants: CC(C)(C)OC(=O)NCc1ccc(Br)nc1, C1CCOC1, CC(C)(C)CC=O, [Li]CCCC. Yields the product CC(C)(C)CC(O)c1ccc(CNC(=O)OC(C)(C)C)cn1. RXN SMILES: [Br:6][c:7]1[n:8][cH:9][c:10]([CH2:13][NH:14][C:15](=[O:16])[O:17][C:18]([CH3:19])([CH3:20])[CH3:21])[cH:11][cH:12]1.[CH2:29]1[O:30][CH2:31][CH2:32][CH2:33]1.[CH3:22][C:23]([CH2:24][CH:25]=[O:26])([CH3:27])[CH3:28].[Li:1][CH2:2][CH2:3][CH2:4][CH3:5]>>[c:7]1([CH:25]([CH2:24][C:23]([CH3:22])([CH3:27])[CH3:28])[OH:26])[n:8][cH:9][c:10]([CH2:13][NH:14][C:15](=[O:16])[O:17][C:18]([CH3:19])([CH3:20])[CH3:21])[cH:11][cH:12]1.